Dataset: the Open Reaction Database (ORD), a public repository of structured organic reaction records. Task: describe an organic reaction: reactants, conditions, products, and yield Reactants: CC(C)(C)OC(=O)N1CCC(CCN)CC1, Cc1ccc(-c2ccc3c(c2)C=C(C(=O)O)CCO3)cc1, CCN=C=NCCCN(C)C, Cl, CN(C)C=O, On1nnc2ccccc21. The product is Cc1ccc(-c2ccc3c(c2)C=C(C(=O)NCCC2CCN(C(=O)OC(C)(C)C)CC2)CCO3)cc1. RXN SMILES: [C:32]([CH3:33])([CH3:34])([CH3:35])[O:36][C:37](=[O:38])[N:39]1[CH2:40][CH2:41][CH:42]([CH2:45][CH2:46][NH2:47])[CH2:43][CH2:44]1.[CH3:1][c:2]1[cH:3][cH:4][c:5](-[c:8]2[cH:9][cH:10][c:11]3[c:12]([cH:21]2)[CH:13]=[C:14]([C:18](=[O:19])[OH:20])[CH2:15][CH2:16][O:17]3)[cH:6][cH:7]1.[CH3:49][N:50]([CH3:51])[CH2:52][CH2:53][CH2:54][N:55]=[C:56]=[N:57][CH2:58][CH3:59].[ClH:48].[O:60]=[CH:61][N:62]([CH3:63])[CH3:64].[OH:22][n:23]1[c:24]2[cH:25][cH:26][cH:27][cH:28][c:29]2[n:30][n:31]1>>[CH3:1][c:2]1[cH:3][cH:4][c:5](-[c:8]2[cH:9][cH:10][c:11]3[c:12]([cH:21]2)[CH:13]=[C:14]([C:18](=[O:19])[NH:47][CH2:46][CH2:45][CH:42]2[CH2:41][CH2:40][N:39]([C:37]([O:36][C:32]([CH3:33])([CH3:34])[CH3:35])=[O:38])[CH2:44][CH2:43]2)[CH2:15][CH2:16][O:17]3)[cH:6][cH:7]1. Starting materials: CCOC(=O)C(C(=O)OCC)C(=O)OCC, CP(C)C, Cc1ccccc1, CC1CCCO1, CC(C)(C)c1nc2c(n1Cc1ccc(Cl)cc1)C(O)CC2, CC(C)OC(=O)N=NC(=O)OC(C)C. Yields the product CCOC(=O)C(C(=O)OCC)(C(=O)OCC)C1CCc2nc(C(C)(C)C)n(Cc3ccc(Cl)cc3)c21. As a reaction SMILES: [CH2:22]([CH3:23])[O:24][C:25](=[O:26])[CH:27]([C:28](=[O:29])[O:30][CH2:31][CH3:32])[C:33](=[O:34])[O:35][CH2:36][CH3:37].[CH3:38][P:39]([CH3:40])[CH3:41].[CH3:56][c:57]1[cH:58][cH:59][cH:60][cH:61][cH:62]1.[CH3:63][CH:64]1[CH2:65][CH2:66][CH2:67][O:68]1.[Cl:1][c:2]1[cH:3][cH:4][c:5]([CH2:8][n:9]2[c:10]([C:18]([CH3:19])([CH3:20])[CH3:21])[n:11][c:12]3[c:13]2[CH:14]([OH:17])[CH2:15][CH2:16]3)[cH:6][cH:7]1.[O:42]=[C:43]([O:44][CH:45]([CH3:46])[CH3:47])[N:48]=[N:49][C:50]([O:51][CH:52]([CH3:53])[CH3:54])=[O:55]>>[Cl:1][c:2]1[cH:3][cH:4][c:5]([CH2:8][n:9]2[c:10]([C:18]([CH3:19])([CH3:20])[CH3:21])[n:11][c:12]3[c:13]2[CH:14]([C:27]([C:25]([O:24][CH2:22][CH3:23])=[O:26])([C:28](=[O:29])[O:30][CH2:31][CH3:32])[C:33](=[O:34])[O:35][CH2:36][CH3:37])[CH2:15][CH2:16]3)[cH:6][cH:7]1. The reactants are C(#C)C=1C(=NOC1C)C1=CC=CC=C1 (4-ethynyl-5-methyl-3-phenyl-isoxazole), BrC=1SC=C(N1)C(=O)OC (methyl 2-bromothiazole-4-carboxylate). Product: COC(=O)C=1N=C(SC1)C#CC=1C(=NOC1C)C1=CC=CC=C1 (2-(5-Methyl-3-phenyl-isoxazol-4-ylethynyl)-thiazole-4-carboxylic acid methyl ester). Yield: 70.0%. As a reaction SMILES: [C:1]([C:3]1[C:4]([C:9]2[CH:14]=[CH:13][CH:12]=[CH:11][CH:10]=2)=[N:5][O:6][C:7]=1[CH3:8])#[CH:2].Br[C:16]1[S:17][CH:18]=[C:19]([C:21]([O:23][CH3:24])=[O:22])[N:20]=1>>[CH3:24][O:23][C:21]([C:19]1[N:20]=[C:16]([C:2]#[C:1][C:3]2[C:4]([C:9]3[CH:14]=[CH:13][CH:12]=[CH:11][CH:10]=3)=[N:5][O:6][C:7]=2[CH3:8])[S:17][CH:18]=1)=[O:22]. Reported procedure: As described for example 11c, 4-ethynyl-5-methyl-3-phenyl-isoxazole (92 mg, 0.50 mmol) was converted (using methyl 2-bromothiazole-4-carboxylate instead of 2-chloro-4-iodopyridine) to the title compound (SiO2, heptane:ethyl acetate=95:5 to 0:100, 113 mg, 70%) which was obtained as a light yellow solid. MS: m/e=325.2 [M+H]+. Yields the product ON1C(C=CC1=O)=O.C1(=CC=CC2=CC=CC=C12)S(=O)(=O)[O-] (N-hydroxymaleimide 1-naphthalenesulfonate). Yield: 135.0%. Reported procedure: 120 ml of acetone was added to 5.7 g of N-hydroxymaleimide and 11.3 g of 1-naphthalenesulfonyl chloride and then the same procedure as that of Preparation Example 1 was repeated to obtain 10.9 g of N-hydroxymaleimide-1-naphthalenesulfonate. RXN SMILES: [OH:1][N:2]1[C:6](=[O:7])[CH:5]=[CH:4][C:3]1=[O:8].[C:9]1([S:19](Cl)(=[O:21])=[O:20])[C:18]2[C:13](=[CH:14][CH:15]=[CH:16][CH:17]=2)[CH:12]=[CH:11][CH:10]=1>CC(C)=O>[OH:1][N:2]1[C:6](=[O:7])[CH:5]=[CH:4][C:3]1=[O:8].[C:9]1([S:19]([O-:21])(=[O:1])=[O:20])[C:18]2[C:13](=[CH:14][CH:15]=[CH:16][CH:17]=2)[CH:12]=[CH:11][CH:10]=1 |f:3.4|. Solvent: CC(=O)C (acetone). The reactants are ON1C(C=CC1=O)=O (N-hydroxymaleimide), C1(=CC=CC2=CC=CC=C12)S(=O)(=O)Cl (1-naphthalenesulfonyl chloride). Starting materials: CC(C)(C)OC(=O)N1CCNCC1, O=C([O-])[O-], CN(C)C=O, Cc1ccccc1, Clc1cc(Cl)c(Cl)nc1Cl, [K+], [K+], O. Yields the product CC(C)(C)OC(=O)N1CCN(c2nc(Cl)c(Cl)cc2Cl)CC1. As a reaction SMILES: [C:11](=[O:12])([O:13][C:14]([CH3:15])([CH3:16])[CH3:17])[N:18]1[CH2:19][CH2:20][NH:21][CH2:22][CH2:23]1.[C:24](=[O:25])([O-:26])[O-:27].[CH3:30][N:31]([CH3:32])[CH:33]=[O:34].[CH3:36][c:37]1[cH:38][cH:39][cH:40][cH:41][cH:42]1.[Cl:1][c:2]1[n:3][c:4]([Cl:10])[c:5]([Cl:9])[cH:6][c:7]1[Cl:8].[K+:28].[K+:29].[OH2:35]>>[c:2]1([N:21]2[CH2:20][CH2:19][N:18]([C:11](=[O:12])[O:13][C:14]([CH3:15])([CH3:16])[CH3:17])[CH2:23][CH2:22]2)[n:3][c:4]([Cl:10])[c:5]([Cl:9])[cH:6][c:7]1[Cl:8].